From a dataset of the Open Reaction Database (ORD), a public repository of structured organic reaction records. describe an organic reaction: reactants, conditions, products, and yield The reactants are C1=CC=CC1 (cyclopentadiene), C1(\C=C/C(=O)O1)=O (maleic anhydride). Reaction SMILES: [CH:1]1[CH2:5][CH:4]=[CH:3][CH:2]=1.[C:6]1(=[O:12])[O:11][C:9](=[O:10])[CH:8]=[CH:7]1>>[CH:3]12[CH2:4][CH:5]([CH:1]=[CH:2]1)[CH:7]1[C:6]([O:11][C:9](=[O:10])[CH:8]21)=[O:12]. Procedure: That is, Diels-Alder reaction between cyclopentadiene (CPD) and maleic anhydride, which gives 5-norbornene-2,3-dicarboxylic anhydride (NDA). Then, the oxidation of NDA for conversion into 1,2,3,4-cyclopentanetetracarboxylic acid (CPTC). Finally, the dehydration of CPTC to give the desired cis, cis, cis-CPDA. The product is C12C3C(C(C=C1)C2)C(=O)OC3=O (5-norbornene-2,3-dicarboxylic anhydride). The reactants are NC1=CC=CC=C1 (aniline), COCC=O (methoxyacetaldehyde). Product: COCCNC1=CC=CC=C1 (N-(2-methoxyethyl)aniline). RXN SMILES: [NH2:1][C:2]1[CH:7]=[CH:6][CH:5]=[CH:4][CH:3]=1.[CH3:8][O:9][CH2:10][CH:11]=O>>[CH3:8][O:9][CH2:10][CH2:11][NH:1][C:2]1[CH:7]=[CH:6][CH:5]=[CH:4][CH:3]=1. Reported procedure: The title compound was prepared from aniline and methoxyacetaldehyde by the same method as described for Example 5, part A. The residue was purified by flash chromatography on silica gel (ethyl acetate:hexanes/1:15) to give a pale yellow oil. The reactants are C(C=C)(=O)O (acrylic acid), C(C=C)(=O)N (acrylamide), C1CO1 (ethylene oxide), C(C=C)(=O)OC1=C(C=CC=C1)CCCCCCCCC (nonylphenol acrylate), N (ammonia), C(CN(CC(=O)[O-])CC(=O)[O-])N(CCN(CC(=O)[O-])CC(=O)[O-])CC(=O)[O-].[Na+].[Na+].[Na+].[Na+].[Na+] (Tetralon B), C(C=CC(=O)N)C=CC(=O)N (methylene bis-acrylamide). Run in O (water), O (water). Yields the product 15, CCCCCCCC/C=C\CCCCCCCC(=O)OC[C@H]([C@@H]1[C@@H]([C@H](CO1)O)O)O (Span 80). Reaction SMILES: [C:1]([OH:5])(=[O:4])[CH:2]=[CH2:3].[C:6](N)(=[O:9])[CH:7]=[CH2:8].[CH2:11]1[O:13][CH2:12]1.C(O[C:19]1[CH:24]=[CH:23][CH:22]=[CH:21][C:20]=1[CH2:25][CH2:26][CH2:27][CH2:28][CH2:29][CH2:30][CH2:31][CH2:32][CH3:33])(=O)C=C.N.C(N(CC([O-])=O)CCN(CC([O-])=O)CC([O-])=O)CN(CC([O-])=O)C[C:39]([O-])=[O:40].[Na+].[Na+].[Na+].[Na+].[Na+].C(C=CC(N)=O)C=CC(N)=[O:71]>O>[CH3:33][CH2:32][CH2:31][CH2:30][CH2:29][CH2:28][CH2:27][CH2:26]/[CH:25]=[CH:20]\[CH2:19][CH2:24][CH2:23][CH2:22][CH2:21][CH2:3][CH2:2][C:1]([O:5][CH2:8][C@@H:7]([OH:71])[C@H:6]1[O:9][CH2:12][C@H:11]([OH:13])[C@H:39]1[OH:40])=[O:4] |f:5.6.7.8.9.10|. Reported procedure: 115.2 parts of acrylic acid, 28.8 parts of acrylamide, 2.3 parts of a 9 mole ethylene oxide condensate of nonylphenol acrylate (a water soluble derivative), 220 parts of water, 65 parts 32% aqueous ammonia, 0.4 parts of Tetralon B (trade mark), 0.04 parts of AZDN and 0.04 parts of methylene bis-acrylamide were mixed to form an aqueous phase. A non-aqueous liquid phase was formed of 15 parts Span 80, 42 parts of a 30% w/w solution of a 1:2 molar copolymer of cetostearyl methacrylate:methacrylic a... Starting materials: CS(=O)[O-], CS(C)=O, O=C(O)CCc1cc(CCNS(=O)(=O)c2ccc(Cl)cc2)cc(C(=O)c2ccc(F)cc2)c1, Cl, [Na+], O. Yields the product CS(=O)(=O)c1ccc(C(=O)c2cc(CCNS(=O)(=O)c3ccc(Cl)cc3)cc(CCC(=O)O)c2)cc1. Reaction SMILES: [CH3:34][S:35](=[O:36])[O-:37].[CH3:40][S:41]([CH3:42])=[O:43].[Cl:1][c:2]1[cH:3][cH:4][c:5]([S:8](=[O:9])(=[O:10])[NH:11][CH2:12][CH2:13][c:14]2[cH:15][c:16]([CH2:29][CH2:30][C:31](=[O:32])[OH:33])[cH:17][c:18]([C:20]([c:21]3[cH:22][cH:23][c:24]([F:27])[cH:25][cH:26]3)=[O:28])[cH:19]2)[cH:6][cH:7]1.[ClH:39].[Na+:38].[OH2:44]>>[Cl:1][c:2]1[cH:3][cH:4][c:5]([S:8](=[O:9])(=[O:10])[NH:11][CH2:12][CH2:13][c:14]2[cH:15][c:16]([CH2:29][CH2:30][C:31](=[O:32])[OH:33])[cH:17][c:18]([C:20]([c:21]3[cH:22][cH:23][c:24]([S:35]([CH3:34])(=[O:36])=[O:37])[cH:25][cH:26]3)=[O:28])[cH:19]2)[cH:6][cH:7]1.